This data is from the Open Reaction Database (ORD), a public repository of structured organic reaction records. The task is: describe an organic reaction: reactants, conditions, products, and yield Reactants: N1=C(C=CC=C1C)C (2,6-lutidine), S1C=NC2=C1C=C(C=C2)NC2=CC(=C(C=N2)C2=NN=C(O2)C(CO[Si](C)(C)C(C)(C)C)NC(OC(C)(C)C)=O)NC(C)C (tert-butyl (1-(5-(6-(benzo[d]thiazol-6-ylamino)-4-(isopropylamino)pyridin-3-yl)-1,3,4-oxadiazol-2-yl)-2-((tert-butyldimethylsilyl)oxy)ethyl)carbamate), [Si](C)(C)(C(C)(C)C)OS(=O)(=O)C(F)(F)F (TBDMS-Triflate). The solvent is C(Cl)Cl (DCM), C(Cl)Cl (DCM). Run at temperature -10 celsius, time 30 minute. Yields the product NC(CO[Si](C)(C)C(C)(C)C)C1=NN=C(O1)C=1C(=CC(=NC1)NC1=CC2=C(N=CS2)C=C1)NC(C)C (5-(5-(1-amino-2-((tert-butyldimethylsilyl)oxy)ethyl)-1,3,4-oxadiazol-2-yl)-N2-(benzo[d]thiazol-6-yl)-N4-isopropylpyridine-2,4-diamine). RXN SMILES: [S:1]1[C:5]2[CH:6]=[C:7]([NH:10][C:11]3[N:16]=[CH:15][C:14]([C:17]4[O:21][C:20]([CH:22]([NH:32]C(=O)OC(C)(C)C)[CH2:23][O:24][Si:25]([C:28]([CH3:31])([CH3:30])[CH3:29])([CH3:27])[CH3:26])=[N:19][N:18]=4)=[C:13]([NH:40][CH:41]([CH3:43])[CH3:42])[CH:12]=3)[CH:8]=[CH:9][C:4]=2[N:3]=[CH:2]1.N1C(C)=CC=CC=1C.[Si](OS(C(F)(F)F)(=O)=O)(C(C)(C)C)(C)C>C(Cl)Cl>[NH2:32][CH:22]([C:20]1[O:21][C:17]([C:14]2[C:13]([NH:40][CH:41]([CH3:43])[CH3:42])=[CH:12][C:11]([NH:10][C:7]3[CH:8]=[CH:9][C:4]4[N:3]=[CH:2][S:1][C:5]=4[CH:6]=3)=[N:16][CH:15]=2)=[N:18][N:19]=1)[CH2:23][O:24][Si:25]([C:28]([CH3:31])([CH3:30])[CH3:29])([CH3:26])[CH3:27]. Reported procedure: tert-butyl (1-(5-(6-(benzo[d]thiazol-6-ylamino)-4-(isopropylamino)pyridin-3-yl)-1,3,4-oxadiazol-2-yl)-2-((tert-butyldimethylsilyl)oxy)ethyl)carbamate (56) (200 mg, 0.3 mmol) was dissolved in DCM (10 mL), cooled to −10° C. Added 2,6-lutidine (1.9 mmol, 6 equiv.) and stirred for 15 min. Added TBDMS-Triflate (1.6 mmol, 5 equiv.) in portions, dropwise to the reaction mixture and stirred at −10° C. for 30 min. Gradually, the reaction temperature was raised to room temperature and stirred for 30 min. ...